Dataset: the Open Reaction Database (ORD), a public repository of structured organic reaction records. Task: describe an organic reaction: reactants, conditions, products, and yield The reactants are ClC=1C=NC=2N(C1)N=C(C2)C(=O)O (6-chloro-pyrazolo[1,5-a]pyrimidine-2-carboxylic acid), CC1(NCC2=CC=CC=C2C1)C (3,3-dimethyl-1,2,3,4-tetrahydro-isoquinoline). Product: ClC=1C=NC=2N(C1)N=C(C2)C(=O)N2CC1=CC=CC=C1CC2(C)C ((6-Chloro-pyrazolo[1,5-a]pyrimidin-2-yl)-(3,3-dimethyl-3,4-dihydro-1H-isoquinolin-2-yl)-methanone). As a reaction SMILES: [Cl:1][C:2]1[CH:3]=[N:4][C:5]2[N:6]([N:8]=[C:9]([C:11]([OH:13])=O)[CH:10]=2)[CH:7]=1.[CH3:14][C:15]1([CH3:25])[CH2:24][C:23]2[C:18](=[CH:19][CH:20]=[CH:21][CH:22]=2)[CH2:17][NH:16]1>>[Cl:1][C:2]1[CH:3]=[N:4][C:5]2[N:6]([N:8]=[C:9]([C:11]([N:16]3[C:15]([CH3:25])([CH3:14])[CH2:24][C:23]4[C:18](=[CH:19][CH:20]=[CH:21][CH:22]=4)[CH2:17]3)=[O:13])[CH:10]=2)[CH:7]=1. Reported procedure: In close analogy to the procedure described in Example 1, 6-chloro-pyrazolo[1,5-a]pyrimidine-2-carboxylic acid is reacted with 3,3-dimethyl-1,2,3,4-tetrahydro-isoquinoline to provide the title compound in moderate yield. Starting materials: [Al+3], CCN(C(=O)C1CCNCC1)C(C)Cc1ccc(OC)cc1, [H-], [H-], [H-], [H-], [Li+], C1CCOC1, O. Yields the product CCN(CC1CCNCC1)C(C)Cc1ccc(OC)cc1. As a reaction SMILES: [Al+3:2].[CH3:7][O:8][c:9]1[cH:10][cH:11][c:12]([CH2:15][CH:16]([CH3:17])[N:18]([CH2:19][CH3:20])[C:21](=[O:22])[CH:23]2[CH2:24][CH2:25][NH:26][CH2:27][CH2:28]2)[cH:13][cH:14]1.[H-:1].[H-:4].[H-:5].[H-:6].[Li+:3].[O:30]1[CH2:31][CH2:32][CH2:33][CH2:34]1.[OH2:29]>>[CH3:7][O:8][c:9]1[cH:10][cH:11][c:12]([CH2:15][CH:16]([CH3:17])[N:18]([CH2:19][CH3:20])[CH2:21][CH:23]2[CH2:24][CH2:25][NH:26][CH2:27][CH2:28]2)[cH:13][cH:14]1. The reactants are CC(=CC[C@H](C1=CC(=O)C=2C(=CC=C(C2C1=O)O)O)O)C (shikonin), C1(CCCCC1)N=C=NC1CCCCC1 (dicyclohexylcarbodiimide), C(CCCCCCCCCCCCCCCCC)(=O)O (stearic acid). The reagents and catalysts are CN(C1=CC=NC=C1)C (4-dimethylaminopyridine). Solvent: ClCCl (dichloromethane). Run at time 30 minute. Yields the product C(CCCCCCCCCCCCCCCCC)OC(CC=C(C)C)C=1C(C2=C(C=CC(=C2C(C1)=O)O)O)=O (2-(1-stearyloxy-4-methyl-3-pentenyl)-5,8-dihydroxy-1,4-naphthoquinone). Isolated yield 55.0%. As a reaction SMILES: [CH3:1][C:2]([CH3:21])=[CH:3][CH2:4][C@@H:5]([OH:20])[C:6]1[C:16](=[O:17])[C:15]2[C:14]([OH:18])=[CH:13][CH:12]=[C:11]([OH:19])[C:10]=2[C:8](=[O:9])[CH:7]=1.C1(N=C=NC2CCCCC2)CCCCC1.[C:37](O)(=O)[CH2:38][CH2:39][CH2:40][CH2:41][CH2:42][CH2:43][CH2:44][CH2:45][CH2:46][CH2:47][CH2:48][CH2:49][CH2:50][CH2:51][CH2:52][CH2:53][CH3:54]>CN(C)C1C=CN=CC=1.ClCCl>[CH2:54]([O:20][CH:5]([C:6]1[C:16](=[O:17])[C:15]2[C:10]([C:8](=[O:9])[CH:7]=1)=[C:11]([OH:19])[CH:12]=[CH:13][C:14]=2[OH:18])[CH2:4][CH:3]=[C:2]([CH3:21])[CH3:1])[CH2:53][CH2:52][CH2:51][CH2:50][CH2:49][CH2:48][CH2:47][CH2:46][CH2:45][CH2:44][CH2:43][CH2:42][CH2:41][CH2:40][CH2:39][CH2:38][CH3:37]. Procedure details: 288 mg (1 mmole) of shikonin, 226 mg (1.1 mmole) of dicyclohexylcarbodiimide and 30 mg (0.25 mmole) of 4-dimethylaminopyridine were dissolved in 3 ml of dry dichloromethane. To the resulting solution was added 284 mg mmole) of stearic acid at 0° C. under nitrogen gas, and the mixture was stirred for 30 minutes and then at room temperature for further 3 hours. The resulting product was separated and purified according to the procedures as described in Example 1 to obtain 305 mg (Yield: 55%) of th... Starting materials: C(C)(C)(C)O (Tertiary butanol), C(C1=CC=CC=C1)(=O)C1=CC=CC=C1 (benzophenone), S(O)(O)(=O)=O (Sulphuric acid), CSC (dimethylsulphide), CO (Methanol), [OH-].[K+] (Potassium hydroxide). Reaction conditions: time 2 hour. The product is C1(=CC=CC=C1)C1(CO1)C1=CC=CC=C1 (1,1-diphenyl-1,2-epoxyethane). Reaction SMILES: S(=O)(=O)(O)O.CSC.CO.[C:11](O)(C)(C)C.[C:16]([C:24]1[CH:29]=[CH:28][CH:27]=[CH:26][CH:25]=1)(=[O:23])[C:17]1[CH:22]=[CH:21][CH:20]=[CH:19][CH:18]=1.[OH-].[K+]>>[C:17]1([C:16]2([C:24]3[CH:29]=[CH:28][CH:27]=[CH:26][CH:25]=3)[O:23][CH2:11]2)[CH:22]=[CH:21][CH:20]=[CH:19][CH:18]=1 |f:5.6|. Procedure details: Sulphuric acid (23.7 g at 98%, 0.237 moles) was added dropwise, with stirring, to dimethylsulphide (20.0 g at 98%, 0.316 moles) over 60 minutes, maintaining the temperature below 26° C. Methanol (5.0 g, 0.156 mole) was added slowly to the stirred mixture maintaining the temperature below 31° C. The reaction mixture was stirred for 41/2 hours and head overnight unagitated at room temperature. Tertiary butanol (3.6 g, 0.048 mole) and benzophenone (27.4 g, 0.15 mole) were added to the reaction mixt... Starting materials: CCCCCC(C)=O, CCO, O=Cc1ccc(Cl)cc1, [Na+], [OH-], O. Product: CCCCCC(=O)C=Cc1ccc(Cl)cc1. Reaction SMILES: [CH3:10][C:11]([CH2:12][CH2:13][CH2:14][CH2:15][CH3:16])=[O:17].[CH3:20][CH2:21][OH:22].[Cl:1][c:2]1[cH:3][cH:4][c:5]([CH:6]=[O:7])[cH:8][cH:9]1.[Na+:19].[OH-:18].[OH2:23]>>[Cl:1][c:2]1[cH:3][cH:4][c:5]([CH:6]=[CH:10][C:11]([CH2:12][CH2:13][CH2:14][CH2:15][CH3:16])=[O:17])[cH:8][cH:9]1. The solvent is C(C)(=O)O (acetic acid), Cl (HCl). Yields the product IC=1C=C(C(=O)C2=C(OC3=C2C=CC=C3)CCC(=O)O)C=C(C1O)I ((3,5-diiodo-4-hydroxybenzoyl)benzofurane-2-propionic acid). As a reaction SMILES: [I:1][C:2]1[CH:3]=[C:4]([CH:23]=[C:24]([I:27])[C:25]=1[OH:26])[C:5]([C:7]1[C:11]2[CH:12]=[CH:13][CH:14]=[CH:15][C:10]=2[O:9][C:8]=1[CH2:16][CH2:17][C:18]([O:20]CC)=[O:19])=[O:6]>C(O)(=O)C.Cl>[I:27][C:24]1[CH:23]=[C:4]([CH:3]=[C:2]([I:1])[C:25]=1[OH:26])[C:5]([C:7]1[C:11]2[CH:12]=[CH:13][CH:14]=[CH:15][C:10]=2[O:9][C:8]=1[CH2:16][CH2:17][C:18]([OH:20])=[O:19])=[O:6]. Procedure: 300 g of compound 5 are dissolved in 200 ml of acetic acid and 300 ml of 12N HCl. Stir at 90° C. for 2 hours and distill at least 400 ml of solvent. Cool to room temperature and add 1 L of water. Stir well for 2 hours and filter. Wash with water. Dry. Conditions: temperature 90 celsius, time 2 hour. Reactants: IC=1C=C(C(=O)C2=C(OC3=C2C=CC=C3)CCC(=O)OCC)C=C(C1O)I (ethyl 3-(3,5-diiodo-4-hydroxybenzoyl)benzofurane-2-propionate). Reactants: O=O (oxygen), C(C)C1(COC1)CO (3-ethyl-3-hydroxymethyl-oxetane). Run at time 2 hour. The product is C(C)C1(COC1)C(=O)O (3-ethyl-oxetane-3-carboxylic acid). Isolated yield 86.2%. Reaction SMILES: [O:1]=O.[CH2:3]([C:5]1([CH2:9][OH:10])[CH2:8][O:7][CH2:6]1)[CH3:4]>>[CH2:3]([C:5]1([C:9]([OH:1])=[O:10])[CH2:8][O:7][CH2:6]1)[CH3:4]. Reported procedure: The procedure as in Example 10 is carried, but at an oxidation temperature of 50° C. After 2 hours, 0.9 mol of oxygen has been taken up per mol of 3-ethyl-3-hydroxymethyl-oxetane. After working up, 3-ethyl-oxetane-3-carboxylic acid is obtained in a yield of 86.2% of theory.